This data is from the Open Reaction Database (ORD), a public repository of structured organic reaction records. The task is: describe an organic reaction: reactants, conditions, products, and yield Starting materials: resultant solution, CC1(OCC(CO1)O)C (2,2-dimethyl-[1,3]dioxan-5-ol), ON1C(C=2C(C1=O)=CC=CC2)=O (N-hydroxyphthalimide), C1(=CC=CC=C1)P(C1=CC=CC=C1)C1=CC=CC=C1 (triphenylphosphine), N(=NC(=O)OCC)C(=O)OCC (diethyl azodicarboxylate). The solvent is O1CCCC1 (tetrahydrofuran). Conditions: time 3 hour. The product is CC1(OCC(CO1)ON1C(C2=CC=CC=C2C1=O)=O)C (2-(2,2-dimethyl-[1,3]dioxan-5-yloxy)-isoindole-1,3-dione). RXN SMILES: [CH3:1][C:2]1([CH3:9])[O:7][CH2:6][CH:5]([OH:8])[CH2:4][O:3]1.O[N:11]1[C:15](=[O:16])[C:14]2=[CH:17][CH:18]=[CH:19][CH:20]=[C:13]2[C:12]1=[O:21].C1(P(C2C=CC=CC=2)C2C=CC=CC=2)C=CC=CC=1.N(C(OCC)=O)=NC(OCC)=O>O1CCCC1>[CH3:1][C:2]1([CH3:9])[O:7][CH2:6][CH:5]([O:8][N:11]2[C:15](=[O:16])[C:14]3[C:13](=[CH:20][CH:19]=[CH:18][CH:17]=3)[C:12]2=[O:21])[CH2:4][O:3]1. Reported procedure: To a stirring solution of 2,2-dimethyl-[1,3]dioxan-5-ol (1.50 g, 11.35 mmol), N-hydroxyphthalimide (1.85 g, 11.35 mmol) and triphenylphosphine (2.98 g, 11.35 mmol) in anhydrous tetrahydrofuran (30 mL) at 0° C. was added diethyl azodicarboxylate (2.3 mL, 14.75 mmol). The resultant solution was allowed to warm to room temperature. After stirring for 3 hours, the mixture was concentrated in vacuo and charged with chloroform affording white solids. The solids were filtered off and filtrate was colle... Starting materials: C[Si](OCC)(OCC)OCC (methyltriethoxysilane), silanols, O.OC1[C@H](O)[C@@H](O)[C@H](O[C@H]2[C@H](O)[C@@H](O)[C@@H](O)[C@H](O2)CO)[C@H](O1)CO (lactose monohydrate), [SiH3]O (silanol). Solvent: O (water), C(C)O (ethanol), O (water). Conditions: time 17 hour. The product is OC1[C@H](O)[C@@H](O)[C@H](O[C@H]2[C@H](O)[C@@H](O)[C@@H](O)[C@H](O2)CO)[C@H](O1)CO (Lactose). As a reaction SMILES: C[Si](OCC)(OCC)OCC.O.[OH:13][CH:14]1[O:33][C@H:32]([CH2:34][OH:35])[C@@H:19]([O:20][C@@H:21]2[O:29][C@H:28]([CH2:30][OH:31])[C@H:26]([OH:27])[C@H:24]([OH:25])[C@H:22]2[OH:23])[C@H:17]([OH:18])[C@H:15]1[OH:16].[SiH3]O>O.C(O)C>[OH:13][CH:14]1[O:33][C@H:32]([CH2:34][OH:35])[C@@H:19]([O:20][C@@H:21]2[O:29][C@H:28]([CH2:30][OH:31])[C@H:26]([OH:27])[C@H:24]([OH:25])[C@H:22]2[OH:23])[C@H:17]([OH:18])[C@H:15]1[OH:16] |f:1.2|. Procedure details: 100 ml of methyltriethoxysilane are solubilized in a mixture of 80 g of water and 350 g of absolute ethanol. 1.1 kg of lactose monohydrate is then added to the solution (partially soluble), and the whole mixture is maintained under stirring at room temperature for 17 hours. The solvents are then progressively eliminated by distillation under reduced pressure (2000-2600 Pa) and moderate heat. Finally 1.12 Kg of a white pulverulent solid is obtained, which may be further transformed, by dissolutio...